Task: describe an organic reaction: reactants, conditions, products, and yield. Dataset: the Open Reaction Database (ORD), a public repository of structured organic reaction records The reactants are C(CCCC=C)(=O)O (5-Hexenoic acid), O.C=1(C(=CC=CC1)S(=O)(=O)O)C (toluene sulfonic acid monohydrate). Run in CO (methanol). Product: C(CCCC=C)(=O)OC (Methyl 5-Hexenoate). Yield: 84.0%. As a reaction SMILES: [C:1]([OH:8])(=[O:7])[CH2:2][CH2:3][CH2:4][CH:5]=[CH2:6].O.[C:10]1(C)C(S(O)(=O)=O)=CC=CC=1>CO>[C:1]([O:8][CH3:10])(=[O:7])[CH2:2][CH2:3][CH2:4][CH:5]=[CH2:6] |f:1.2|. Reported procedure: 5-Hexenoic acid (4.9 g, 42.9 mmol) was refluxed in 80 ml of methanol with catalytic p toluene sulfonic acid monohydrate for 40 hours. The solution was cooled and concentrated then poured into ether/water. The ether layer was dried over sodium sulfate and concentrated to give 4.6 g (35.9 mmol), 84% of the title compound. The reactants are [Li]CCCC, C1CCOC1, CCOC(=O)Cl, Cl, CCOC(=O)C1CCN(C(=O)OC(C)(C)C)CC1. Yields the product CCOC(=O)C1(C(=O)OCC)CCN(C(=O)OC(C)(C)C)CC1. As a reaction SMILES: [CH2:1]([Li:2])[CH2:3][CH2:4][CH3:5].[CH2:30]1[O:31][CH2:32][CH2:33][CH2:34]1.[Cl:24][C:25](=[O:26])[O:27][CH2:28][CH3:29].[ClH:35].[N:6]1([C:17](=[O:18])[O:19][C:20]([CH3:21])([CH3:22])[CH3:23])[CH2:7][CH2:8][CH:9]([C:12](=[O:13])[O:14][CH2:15][CH3:16])[CH2:10][CH2:11]1>>[N:6]1([C:17](=[O:18])[O:19][C:20]([CH3:21])([CH3:22])[CH3:23])[CH2:7][CH2:8][C:9]([C:12](=[O:13])[O:14][CH2:15][CH3:16])([C:25](=[O:26])[O:27][CH2:28][CH3:29])[CH2:10][CH2:11]1.